From a dataset of the Open Reaction Database (ORD), a public repository of structured organic reaction records. describe an organic reaction: reactants, conditions, products, and yield Reactants: ClC=1C=C(C=CC1Cl)[C@@H]1CN(CCO[C@@H]1CO)C(=O)OC(C)(C)C (tert-butyl (6R,7S)-6-(3,4-dichlorophenyl)-7-(hydroxymethyl)-1,4-oxazepane-4-carboxylate), CC(=O)OI1(C=2C=CC=CC2C(=O)O1)(OC(=O)C)OC(=O)C (Dess-Martin reagent), C(O)([O-])=O.[Na+] (sodium hydrogen carbonate), S(=O)([O-])[O-].[Na+].[Na+] (sodium sulfite). Solvent: C(C)#N (acetonitrile). Reaction conditions: temperature 10 celsius, time 4 hour. Product: ClC=1C=C(C=CC1Cl)[C@@H]1CN(CCO[C@@H]1C=O)C(=O)OC(C)(C)C (tert-butyl (6R,7S)-6-(3,4-dichlorophenyl)-7-formyl-1,4-oxazepane-4-carboxylate). Yield: 67.0%. As a reaction SMILES: [Cl:1][C:2]1[CH:3]=[C:4]([C@H:9]2[C@@H:15]([CH2:16][OH:17])[O:14][CH2:13][CH2:12][N:11]([C:18]([O:20][C:21]([CH3:24])([CH3:23])[CH3:22])=[O:19])[CH2:10]2)[CH:5]=[CH:6][C:7]=1[Cl:8].CC(OI1(OC(C)=O)(OC(C)=O)OC(=O)C2C=CC=CC1=2)=O.C(=O)([O-])O.[Na+].S([O-])([O-])=O.[Na+].[Na+]>C(#N)C>[Cl:1][C:2]1[CH:3]=[C:4]([C@H:9]2[C@@H:15]([CH:16]=[O:17])[O:14][CH2:13][CH2:12][N:11]([C:18]([O:20][C:21]([CH3:24])([CH3:23])[CH3:22])=[O:19])[CH2:10]2)[CH:5]=[CH:6][C:7]=1[Cl:8] |f:2.3,4.5.6|. Procedure details: To a solution of tert-butyl (6R,7S)-6-(3,4-dichlorophenyl)-7-(hydroxymethyl)-1,4-oxazepane-4-carboxylate (3.0 g) in acetonitrile (20 mL) was added Dess-Martin reagent (5.1 g), and the mixture was stirred at 10° C. for 4 hr. To the reaction mixture were added saturated aqueous sodium hydrogen carbonate and aqueous sodium sulfite solution, and the mixture was extracted with ethyl acetate. The extract was washed with brine, and dried over anhydrous magnesium sulfate. The solvent was evaporated, und... The reactants are [N+](=O)([O-])C1=C2C(C(C(C2=CC=C1)=O)=C(C)N[C@H]1C(O)O[C@@H]([C@H]([C@@H]1O)O)CO)=O (2-Deoxy-2-[1-(4-nitro-1,3-dioxoindan-2-ylidene)ethylamino]-D-glucopyranose), C(C)(=O)OC(C)=O (acetic anhydride). Solvent: N1=CC=CC=C1 (pyridine). Conditions: time 8 hour. The product is [N+](=O)([O-])C1=C2C(C(C(C2=CC=C1)=O)=C(C)N[C@H]1[C@@H](O)O[C@@H]([C@H]([C@@H]1OC(C)=O)OC(C)=O)COC(C)=O)=O (2-Deoxy-2-[1-(4-nitro-1,3-dioxoindan-2-ylidene)-ethylamino]-3,4,6-tri-O-acetyl-α-D-glucopyranose). Yield: 79.0%. As a reaction SMILES: [N+:1]([C:4]1[CH:12]=[CH:11][CH:10]=[C:9]2[C:5]=1[C:6](=[O:28])[C:7](=[C:14]([NH:16][C@@H:17]1[C@@H:23]([OH:24])[C@H:22]([OH:25])[C@@H:21]([CH2:26][OH:27])[O:20][CH:18]1[OH:19])[CH3:15])[C:8]2=[O:13])([O-:3])=[O:2].C(O[C:33](=[O:35])[CH3:34])(=O)C>N1C=CC=CC=1>[N+:1]([C:4]1[CH:12]=[CH:11][CH:10]=[C:9]2[C:5]=1[C:6](=[O:28])[C:7](=[C:14]([NH:16][C@@H:17]1[C@@H:23]([O:24][C:8](=[O:13])[CH3:7])[C@H:22]([O:25][C:18](=[O:19])[CH3:17])[C@@H:21]([CH2:26][O:27][C:33](=[O:35])[CH3:34])[O:20][C@@H:18]1[OH:19])[CH3:15])[C:8]2=[O:13])([O-:3])=[O:2]. Procedure details: A mixture of 2-Deoxy-2-[1-(4-nitro-1,3-dioxoindan-2-ylidene)ethylamino]-D-glucopyranose (100 mg, 0.23 mmol), pyridine (2 ml) and acetic anhydride (3 ml) stirred at room temperature overnight. The reaction mixture was evaporated, and the residue was purified by chromatography using CHCl3/EtOAc 10:4 as the mobile phase to give 2-Deoxy-2-[1-(4-nitro-1,3-dioxoindan-2-ylidene)-ethylamino]-3,4,6-tri-O-acetyl-α-D-glucopyranose (23) (165 mg, 79%). Starting materials: NCc1cccc(Br)c1, OB(O)c1ccoc1. Product: NCc1cccc(-c2ccoc2)c1. Reaction SMILES: [Br:9][c:10]1[cH:11][c:12]([CH2:13][NH2:14])[cH:15][cH:16][cH:17]1.[o:1]1[cH:2][c:3]([B:6]([OH:7])[OH:8])[cH:4][cH:5]1>>[o:1]1[cH:2][c:3](-[c:10]2[cH:11][c:12]([CH2:13][NH2:14])[cH:15][cH:16][cH:17]2)[cH:4][cH:5]1. The reactants are ClC1=CC(=C(/C=C/C(=O)OC)C=C1)NS(=O)(=O)C1=CC=CC=C1 (methyl trans-4-chloro-2-(phenylsulfonylamino)cinnamate), BrCC(=O)C1=NOC(=C1)C (3-bromoacetyl-5-methylisoxazole). Yields the product COC(CC1=C(NC2=CC(=CC=C12)Cl)C(=O)C1=NOC(=C1)C)=O (Methyl[6-chloro-2-(5-methylisoxazole-3-carbonyl)-1H-indol-3-yl]acetate). As a reaction SMILES: [Cl:1][C:2]1[CH:13]=[CH:12][C:5](/[CH:6]=[CH:7]/[C:8]([O:10][CH3:11])=[O:9])=[C:4]([NH:14]S(C2C=CC=CC=2)(=O)=O)[CH:3]=1.Br[CH2:25][C:26]([C:28]1[CH:32]=[C:31]([CH3:33])[O:30][N:29]=1)=[O:27]>>[CH3:11][O:10][C:8](=[O:9])[CH2:7][C:6]1[C:5]2[C:4](=[CH:3][C:2]([Cl:1])=[CH:13][CH:12]=2)[NH:14][C:25]=1[C:26]([C:28]1[CH:32]=[C:31]([CH3:33])[O:30][N:29]=1)=[O:27]. Procedure details: The title compound was prepared according to the procedure described in Example 57 from methyl trans-4-chloro-2-(phenylsulfonylamino)cinnamate (step 1 of Example 8, Method A) and 3-bromoacetyl-5-methylisoxazole (M. D. Amici et al., J. Org. Chem., 1989, 54, 2646).